From a dataset of the Open Reaction Database (ORD), a public repository of structured organic reaction records. describe an organic reaction: reactants, conditions, products, and yield Starting materials: OC(C#C)(C(C)C)C1=CC=CC=C1 (3-Hydroxy-4-methyl-3-phenyl-1-pentyne), mercuric oxide, O1CCCC1 (tetrahydrofuran), S(O)(O)(=O)=O (sulfuric acid), mercuric oxide. Run in O (water). Run at temperature 60 celsius, time 5 minute. The product is OC(C(C)=O)(C(C)C)C1=CC=CC=C1 (3-Hydroxy-4-methyl-3-phenyl-2-pentanone). As a reaction SMILES: [O:1]1CCCC1.S(=O)(=O)(O)O.[OH:11][C:12]([C:18]1[CH:23]=[CH:22][CH:21]=[CH:20][CH:19]=1)([CH:15]([CH3:17])[CH3:16])[C:13]#[CH:14]>O>[OH:11][C:12]([C:18]1[CH:19]=[CH:20][CH:21]=[CH:22][CH:23]=1)([CH:15]([CH3:17])[CH3:16])[C:13](=[O:1])[CH3:14]. Procedure details: To a refluxing mixture of tetrahydrofuran (70 ml), water (5 ml), and conc. sulfuric acid (1.5 g) is added 1 g of red mercuric oxide and the reflux is continued for 5 min. Then, the inside temperature is adjusted to 60°-62° C. and 10 g of 3-hydroxy-4-methyl-3-phenyl-1-pentyne (described in Example 1) is added. The reaction is exothermic (spontaneous mild reflux) and there is a noticeable clearing of the mixture. Another 1 g of mercuric oxide is added, and the solution is refluxed for 30 min. The ... The reactants are BrC=1C=NC(=CC1)C1CC(=NN1C1=C(C=CC=C1)Cl)C(C(F)(F)F)(F)F (5-(3-Bromo-pyridin-6-yl)-1-(2-chloro-phenyl)-3-pentafluoroethyl-4,5-dihydro-1H-pyrazole), C(C)(=O)C=1C=C(C=CC1)B(O)O (3-acetylphenylboronic acid), C([O-])([O-])=O.[Na+].[Na+] (sodium carbonate), C(C)O (ethanol). Reagents/catalysts: C=1C=CC(=CC1)[P](C=2C=CC=CC2)(C=3C=CC=CC3)[Pd]([P](C=4C=CC=CC4)(C=5C=CC=CC5)C=6C=CC=CC6)([P](C=7C=CC=CC7)(C=8C=CC=CC8)C=9C=CC=CC9)[P](C=1C=CC=CC1)(C=1C=CC=CC1)C=1C=CC=CC1 (Pd(PPh3)4). Run in C1(=CC=CC=C1)C (toluene). Reaction conditions: temperature 80 celsius, time 1 hour. The product is ClC1=C(C=CC=C1)N1N=C(CC1C1=NC=C(C=C1)C1=CC(=CC=C1)C(C)=O)C(C(F)(F)F)(F)F (1-(2-chloro-phenyl)-5-[5-(3-acetyl-phenyl)-pyridin-2-yl]-3-pentafluoroethyl-4,5-dihydro-1H-pyrazole). Yield: 20.2%. RXN SMILES: Br[C:2]1[CH:3]=[N:4][C:5]([CH:8]2[N:12]([C:13]3[CH:18]=[CH:17][CH:16]=[CH:15][C:14]=3[Cl:19])[N:11]=[C:10]([C:20]([F:26])([F:25])[C:21]([F:24])([F:23])[F:22])[CH2:9]2)=[CH:6][CH:7]=1.[C:27]([C:30]1[CH:31]=[C:32](B(O)O)[CH:33]=[CH:34][CH:35]=1)(=[O:29])[CH3:28].C(=O)([O-])[O-].[Na+].[Na+].C(O)C>C1C=CC([P]([Pd]([P](C2C=CC=CC=2)(C2C=CC=CC=2)C2C=CC=CC=2)([P](C2C=CC=CC=2)(C2C=CC=CC=2)C2C=CC=CC=2)[P](C2C=CC=CC=2)(C2C=CC=CC=2)C2C=CC=CC=2)(C2C=CC=CC=2)C2C=CC=CC=2)=CC=1.C1(C)C=CC=CC=1>[Cl:19][C:14]1[CH:15]=[CH:16][CH:17]=[CH:18][C:13]=1[N:12]1[CH:8]([C:5]2[CH:6]=[CH:7][C:2]([C:34]3[CH:33]=[CH:32][CH:31]=[C:30]([C:27](=[O:29])[CH3:28])[CH:35]=3)=[CH:3][N:4]=2)[CH2:9][C:10]([C:20]([F:26])([F:25])[C:21]([F:24])([F:23])[F:22])=[N:11]1 |f:2.3.4,^1:51,53,72,91|. Procedure details: 5-(3-Bromo-pyridin-6-yl)-1-(2-chloro-phenyl)-3-pentafluoroethyl-4,5-dihydro-1H-pyrazole (20.0 mg, 0.04 mmol) prepared in Step 4 of Preparation 3, 3-acetylphenylboronic acid (11.0 mg, 0.07 mmol), Pd(PPh3)4 (2.0 mg, cat.) and a 2N sodium carbonate solution (210.0 uL) were added to a mixed solvent of ethanol (210.0 uL) and toluene (310.0 uL). The reaction mixture was stirred at 80° C. for 1 hour and then filtered through celite pad. A saturated solution of ammonium chloride was added to the filtrat... Starting materials: C(C)OC1=C(OS(=O)(=O)NC(OC2=C(C=CC=C2)OCC)=O)C=CC=C1 (2-ethoxyphenyl N-(2-ethoxyphenoxysulfonyl)carbamate), NC1=NC(=CC(=N1)OC)OC (2-amino-4,6-dimethoxypyrimidine). The solvent is C1(=CC=CC=C1)C (toluene). Run at temperature 100 celsius. Product: C(C)OC1=C(OS(=O)(=O)NC(=O)NC2=NC(=CC(=N2)OC)OC)C=CC=C1 (1-(2-Ethoxyphenoxysulfonyl)-3-(4,6-dimethoxy-2-pyrimidyl)urea). Isolated yield 97.5%. Reaction SMILES: [CH2:1]([O:3][C:4]1[CH:26]=[CH:25][CH:24]=[CH:23][C:5]=1[O:6][S:7]([NH:10][C:11](=[O:22])OC1C=CC=CC=1OCC)(=[O:9])=[O:8])[CH3:2].[NH2:27][C:28]1[N:33]=[C:32]([O:34][CH3:35])[CH:31]=[C:30]([O:36][CH3:37])[N:29]=1>C1(C)C=CC=CC=1>[CH2:1]([O:3][C:4]1[CH:26]=[CH:25][CH:24]=[CH:23][C:5]=1[O:6][S:7]([NH:10][C:11]([NH:27][C:28]1[N:29]=[C:30]([O:36][CH3:37])[CH:31]=[C:32]([O:34][CH3:35])[N:33]=1)=[O:22])(=[O:8])=[O:9])[CH3:2]. Reported procedure: 38.1 g of 2-ethoxyphenyl N-(2-ethoxyphenoxysulfonyl)carbamate are dissolved in 500 ml of toluene, 15.5 g of 2-amino-4,6-dimethoxypyrimidine are added at room temperature, and the mixture is heated for 2 hours at 100° C. After cooling to 30° C., the precipitate is filtered off and washed with 100 ml of toluene. 38.8 g of the desired product are obtained with a purity of 98.8%, corresponding to a yield of 96.4% of theory. The melting point for the product is 147°-149° C. 6.5 g of 2-ethoxyphenol ar... Reactants: BrC1=C(C=C(C=C1F)C1(OCCO1)CC)F (2-(4-Bromo-3,5-difluorophenyl)-2-ethyl-1,3-dioxolane). Run in Cl.O1CCCC1.C(C)(=O)O (hydrochloric acid tetrahydrofuran acetic acid), C(C)(=O)OCC (ethyl acetate). Run at time 8 hour. The product is BrC1=C(C=C(C=C1F)C(CC)=O)F (1-(4-Bromo-3,5-difluorophenyl)propan-1-one). Isolated yield 79.0%. RXN SMILES: [Br:1][C:2]1[C:7]([F:8])=[CH:6][C:5]([C:9]2([CH2:14][CH3:15])OCC[O:10]2)=[CH:4][C:3]=1[F:16]>Cl.O1CCCC1.C(O)(=O)C.C(OCC)(=O)C>[Br:1][C:2]1[C:7]([F:8])=[CH:6][C:5]([C:9](=[O:10])[CH2:14][CH3:15])=[CH:4][C:3]=1[F:16] |f:1.2.3|. Reported procedure: 2-(4-Bromo-3,5-difluorophenyl)-2-ethyl-1,3-dioxolane (1.20 g) was dissolved in 1 N hydrochloric acid/tetrahydrofuran/acetic acid (1/1/1, 30 ml). The reaction liquid was stirred overnight with heating under reflux, then diluted with ethyl acetate, and washed with aqueous saturated sodium hydrogencarbonate solution. The organic layer was dried with anhydrous sodium sulfate, then the solvent was evaporated off, and the residue was purified by silica gel column chromatography (hexane/ethyl acetate=1... Starting materials: OC1=CC=C(C=O)C=C1 (p-hydroxybenzaldehyde), NC1=C(C=CC=C1)O (o-aminophenol). Run in [N+](=O)([O-])C1=CC=CC=C1 (nitrobenzene). Product: OC1=CC=C(C=C1)C=1OC2=C(N1)C=CC=C2 (2-(4-Hydroxyphenyl)benzoxazole). Yield: 64.0%. Reaction SMILES: [OH:1][C:2]1[CH:9]=[CH:8][C:5]([CH:6]=[O:7])=[CH:4][CH:3]=1.[NH2:10][C:11]1[CH:16]=[CH:15][CH:14]=[CH:13][C:12]=1O>[N+](C1C=CC=CC=1)([O-])=O>[OH:1][C:2]1[CH:9]=[CH:8][C:5]([C:6]2[O:7][C:12]3[CH:13]=[CH:14][CH:15]=[CH:16][C:11]=3[N:10]=2)=[CH:4][CH:3]=1. Procedure details: Equal molar quantities of p-hydroxybenzaldehyde and o-aminophenol in excess nitrobenzene was refluxed for five hours. The nitrobenzene was removed and the product extracted from the residue with xylene. 2-(4-Hydroxyphenyl)benzoxazole, m.p. 253°, was isolated in 64% yield. Starting materials: N#N.C(C)(=O)NC=1NC(C=2N=CN(C2N1)COC(CO)CO)=O (N2 Acetyl-9-(1,3-dihydroxy-2-propoxymethyl)guanine). The solvent is N (ammonia). Product: OCC(CO)OCN1C=2N=C(NC(C2N=C1)=O)N (9-(1,3-dihydroxy-2-propoxymethyl)guanine). Isolated yield 95.1%. As a reaction SMILES: N#N.C([NH:6][C:7]1[NH:8][C:9](=[O:23])[C:10]2[N:11]=[CH:12][N:13]([CH2:16][O:17][CH:18]([CH2:21][OH:22])[CH2:19][OH:20])[C:14]=2[N:15]=1)(=O)C>N>[OH:20][CH2:19][CH:18]([O:17][CH2:16][N:13]1[CH:12]=[N:11][C:10]2[C:9](=[O:23])[NH:8][C:7]([NH2:6])=[N:15][C:14]1=2)[CH2:21][OH:22] |f:0.1|. Procedure: N2 -Acetyl-9-(1,3-dihydroxy-2-propoxymethyl)guanine (721.9 mg, 2.4 mmol) was stirred with 50 ml of methanolic ammonia solution (methanol saturated with ammonia at 0° C.) for 17 hours at 21° C. The solution was concentrated to a white solid and the residue recrystallized from water or methanol to give 582.3 mg of 9-(1,3-dihydroxy-2-propoxymethyl)guanine, mp 250° C. d. Reactants: COc1c([N+](=O)[O-])c(F)c(F)c2c1[nH]c(=O)n2-c1ccc(Br)cc1F, COc1c(N)c(F)c(F)c2c1[nH]c(=O)n2-c1ccc(I)cc1F, [Zn]. The product is COc1c(N)c(F)c(F)c2c1[nH]c(=O)n2-c1ccc(Br)cc1F. RXN SMILES: [Br:1][c:2]1[cH:3][c:4]([F:25])[c:5](-[n:8]2[c:9](=[O:24])[nH:10][c:11]3[c:12]2[c:13]([F:23])[c:14]([F:22])[c:15]([N+:19]([O-:20])=[O:21])[c:16]3[O:17][CH3:18])[cH:6][cH:7]1.[NH2:26][c:27]1[c:28]([F:29])[c:30]([F:31])[c:32]2[n:33](-[c:34]3[cH:35][cH:36][c:37]([I:38])[cH:39][c:40]3[F:41])[c:42](=[O:43])[nH:44][c:45]2[c:46]1[O:47][CH3:48].[Zn:49]>>[Br:1][c:2]1[cH:3][c:4]([F:25])[c:5](-[n:8]2[c:9](=[O:24])[nH:10][c:11]3[c:12]2[c:13]([F:23])[c:14]([F:22])[c:15]([NH2:19])[c:16]3[O:17][CH3:18])[cH:6][cH:7]1.